From a dataset of the Open Reaction Database (ORD), a public repository of structured organic reaction records. describe an organic reaction: reactants, conditions, products, and yield Reaction SMILES: [CH2:1]([C:3]1[CH:4]=[C:5]([CH2:11][C@@H:12]([NH:16][C:17]([N:19]2[CH2:24][CH2:23][CH:22]([N:25]3[CH2:31][CH2:30][C:29]4[CH:32]=[CH:33][CH:34]=[CH:35][C:28]=4[NH:27][C:26]3=[O:36])[CH2:21][CH2:20]2)=[O:18])[C:13](O)=[O:14])[CH:6]=[CH:7][C:8]=1[CH2:9][CH3:10])[CH3:2].[NH:37]1[CH2:42][CH2:41][CH:40]([C:43]2[CH:48]=[CH:47][N:46]=[CH:45][CH:44]=2)[CH2:39][CH2:38]1>>[CH2:1]([C:3]1[CH:4]=[C:5]([CH:6]=[CH:7][C:8]=1[CH2:9][CH3:10])[CH2:11][C@@H:12]([NH:16][C:17]([N:19]1[CH2:24][CH2:23][CH:22]([N:25]2[CH2:31][CH2:30][C:29]3[CH:32]=[CH:33][CH:34]=[CH:35][C:28]=3[NH:27][C:26]2=[O:36])[CH2:21][CH2:20]1)=[O:18])[C:13](=[O:14])[N:46]1[CH2:45][CH2:44][CH:43]([C:40]2[CH:41]=[CH:42][N:37]=[CH:38][CH:39]=2)[CH2:48][CH2:47]1)[CH3:2]. Yields the product C(C)C=1C=C(C[C@H](C(N2CCC(CC2)C2=CC=NC=C2)=O)NC(=O)N2CCC(CC2)N2C(NC3=C(CC2)C=CC=C3)=O)C=CC1CC (4-(2-oxo-1,2,4,5-tetrahydro-1,3-benzodiazepin-3-yl)-piperidine-1-carboxylic acid-[(R)-1-(3,4-diethyl-benzyl)-2-oxo-2-(3,4,5,6-tetrahydro-2H-4,4′-bipyridinyl-1-yl)-ethyl]-amide). Reactants: C(C)C=1C=C(C=CC1CC)C[C@H](C(=O)O)NC(=O)N1CCC(CC1)N1C(NC2=C(CC1)C=CC=C2)=O ((R)-3-(3,4-diethyl-phenyl)-2-{[4-(2-oxo-1,2,4,5-tetrahydro-1,3-benzodiazepin-3-yl)-piperidine-1-carbonyl]-amino}-propionic acid), N1CCC(CC1)C1=CC=NC=C1 (1,2,3,4,5,6-hexahydro-[4,4′]bipyridinyl). Procedure details: Prepared analogously to Example 9i) from 400 mg (0.81 mmol) (R)-3-(3,4-diethyl-phenyl)-2-{[4-(2-oxo-1,2,4,5-tetrahydro-1,3-benzodiazepin-3-yl)-piperidine-1-carbonyl]-amino}-propionic acid and 170 mg (1.04 mmol) 1,2,3,4,5,6-hexahydro-[4,4′]bipyridinyl. Reactants: CC(C)=O, O=C(c1ccccc1F)c1cc2c(c(Cl)c1Cl)OC(CO)C2. The product is O=C(c1ccccc1F)c1cc2c(c(Cl)c1Cl)OC(C(=O)O)C2. As a reaction SMILES: [CH3:23][C:24]([CH3:25])=[O:26].[Cl:1][c:2]1[c:3]([Cl:22])[c:4]2[c:5]([cH:11][c:12]1[C:13]([c:14]1[c:15]([F:20])[cH:16][cH:17][cH:18][cH:19]1)=[O:21])[CH2:6][CH:7]([CH2:9][OH:10])[O:8]2>>[Cl:1][c:2]1[c:3]([Cl:22])[c:4]2[c:5]([cH:11][c:12]1[C:13]([c:14]1[c:15]([F:20])[cH:16][cH:17][cH:18][cH:19]1)=[O:21])[CH2:6][CH:7]([C:9](=[O:10])[OH:26])[O:8]2.